This data is from the Open Reaction Database (ORD), a public repository of structured organic reaction records. The task is: describe an organic reaction: reactants, conditions, products, and yield Starting materials: N1C=C(C2=CC=CC=C12)CCS (indole-3-ethanethiol), [N+](=O)([O-])C(=O)[N+](=O)[O-] (nitroketone), [N+](=O)([O-])CC(C)=O (nitro-2-propanone). The reagents and catalysts are B(F)(F)F.CCOCC (boron trifluoride etherate), FC(C(=O)O)(F)F (trifluoroacetic acid). Run in C1=CC=CC=C1 (benzene), C1=CC=CC=C1 (benzene). The product is CC1(OCCC2=C1NC1=CC=CC=C21)C[N+](=O)[O-] (1-Methyl-1-Nitromethyl-1,3,4,9-Tetrahydropyrano[3,4-b]Indole). RXN SMILES: [NH:1]1[C:9]2[C:4](=[CH:5][CH:6]=[CH:7][CH:8]=2)[C:3]([CH2:10][CH2:11]S)=[CH:2]1.[N+](C([N+]([O-])=O)=O)([O-])=O.[N+:21]([CH2:24][C:25](=[O:27])[CH3:26])([O-:23])=[O:22]>C1C=CC=CC=1.B(F)(F)F.CCOCC.FC(F)(F)C(O)=O>[CH3:26][C:25]1([CH2:24][N+:21]([O-:23])=[O:22])[C:2]2[NH:1][C:9]3[C:4]([C:3]=2[CH2:10][CH2:11][O:27]1)=[CH:5][CH:6]=[CH:7][CH:8]=3 |f:4.5|. Procedure: To a solution of 322 mg of tryptophol (II, R2, R3, R4, R5, R6 = H and X1 =OH) and 248 mg of the nitroketone, nitro-2-propanone, in 100 ml of benzene is added five drops of boron trifluoride etherate and three drops of trifluoroacetic acid. The reaction mixture is stirred and heated at reflux under water-separator for 18 hr. The benzene solution is cooled, washed with 10% sodium bicarbonate solution, water, saturated brine solution, and dried over magnesium sulfate. The solvent is removed and the... The reactants are NC=1C(=C(OCC#N)C=CC1Cl)C ((3-amino-4-chloro-2-methylphenoxy)acetonitrile), CS(=O)(=O)Cl (Methanesulfonyl chloride). The solvent is N1=CC=CC=C1 (pyridine). Reaction conditions: time 8 hour. The product is ClC1=CC=C(C(=C1NS(=O)(=O)C)C)OCC#N (N-(6-chloro-3-cyanomethoxy-2-methylphenyl)methanesulfonamide). Reaction SMILES: [NH2:1][C:2]1[C:3]([CH3:13])=[C:4]([CH:9]=[CH:10][C:11]=1[Cl:12])[O:5][CH2:6][C:7]#[N:8].[CH3:14][S:15](Cl)(=[O:17])=[O:16]>N1C=CC=CC=1>[Cl:12][C:11]1[C:2]([NH:1][S:15]([CH3:14])(=[O:17])=[O:16])=[C:3]([CH3:13])[C:4]([O:5][CH2:6][C:7]#[N:8])=[CH:9][CH:10]=1. Procedure: (3-amino-4-chloro-2-methylphenoxy)acetonitrile (4.76 g) was dissolved in pyridine (45 mL) under an atmosphere of nitrogen and cooled in an ice bath. Methanesulfonyl chloride (2.06 mL) was added dropwise, and then the mixture was allowed to stir overnight at room temperature. The reaction mixture was evaporated to dryness under reduced pressure to afford a residue which was flash chromatographed on silica and eluted with, first ethyl acetate:hexane (1:2), then with ethyl acetate:hexane (1:1) to a... Reactants: OC(CCCCCCCCCCC(=O)O)CCCCCC (12-hydroxystearic acid), C(C=C)O (allyl alcohol). Product: C(C=C)OC(CCCCCCCCCCC(CCCCCC)O)=O (12-hydroxystearic acid allyl ester). The yield is 78.0%. As a reaction SMILES: [OH:1][CH:2]([CH2:16][CH2:17][CH2:18][CH2:19][CH2:20][CH3:21])[CH2:3][CH2:4][CH2:5][CH2:6][CH2:7][CH2:8][CH2:9][CH2:10][CH2:11][CH2:12][C:13]([OH:15])=[O:14].[CH2:22](O)[CH:23]=[CH2:24]>>[CH2:24]([O:14][C:13](=[O:15])[CH2:12][CH2:11][CH2:10][CH2:9][CH2:8][CH2:7][CH2:6][CH2:5][CH2:4][CH2:3][CH:2]([OH:1])[CH2:16][CH2:17][CH2:18][CH2:19][CH2:20][CH3:21])[CH:23]=[CH2:22]. Reported procedure: In analogy to A(2), 200 gm of 12-hydroxystearic acid were esterified with 300 ml of allyl alcohol. The 12-hydroxystearic acid allyl ester was obtained in a yield of 78%, and was distilled over in the high-vacuum at about 160° C. to 180° C. Reactants: O=C([O-])[O-], CCOC(C)=O, Cn1ccc2c(Cl)ncnc21, [K+], [K+], O, COC(=O)c1c[nH]c2ncccc12. The product is COC(=O)c1cn(-c2ncnc3c2ccn3C)c2ncccc12. As a reaction SMILES: [C:25](=[O:26])([O-:27])[O-:28].[CH3:32][CH2:33][O:34][C:35](=[O:36])[CH3:37].[Cl:14][c:15]1[c:16]2[c:17]([n:18][cH:19][n:20]1)[n:21]([CH3:24])[cH:22][cH:23]2.[K+:29].[K+:30].[OH2:31].[nH:1]1[cH:2][c:3]([C:10](=[O:11])[O:12][CH3:13])[c:4]2[c:5]1[n:6][cH:7][cH:8][cH:9]2>>[n:1]1(-[c:15]2[c:16]3[c:17]([n:18][cH:19][n:20]2)[n:21]([CH3:24])[cH:22][cH:23]3)[cH:2][c:3]([C:10](=[O:11])[O:12][CH3:13])[c:4]2[c:5]1[n:6][cH:7][cH:8][cH:9]2. The reactants are Cl.CC1=CC(=C2NC=C(CCN)C2=C1)Br (5-methyl-7-bromotryptamine hydrochloride), Cl.CC(C)(C)C1=CC=C(C=C1)NN (4-(1,1-dimethylethyl)-phenylhydrazine hydrochloride). Yields the product Cl.CC(C)(C)C1=CC=C2NC=C(CCN)C2=C1 (5-(1,1-dimethylethyl)-tryptamine hydrochloride). RXN SMILES: [ClH:1].C[C:3]1C=C2[C:6]([NH:7]C=C2CCN)=[C:5](Br)[CH:4]=1.Cl.[CH3:17][C:18]([C:21]1[CH:26]=[CH:25][C:24]([NH:27]N)=[CH:23][CH:22]=1)([CH3:20])[CH3:19]>>[ClH:1].[CH3:17][C:18]([C:21]1[CH:26]=[C:25]2[C:24]([NH:27][CH:3]=[C:4]2[CH2:5][CH2:6][NH2:7])=[CH:23][CH:22]=1)([CH3:20])[CH3:19] |f:0.1,2.3,4.5|. Procedure: 5-(1,1-dimethylethyl)-tryptamine hydrochloride was prepared (2.95 g) as described for 5-methyl-7-bromotryptamine hydrochloride in Example 4, except using 4-(1,1-dimethylethyl)-phenylhydrazine hydrochloride (6.00 g) as starting material. ##STR37## Starting materials: O=C([O-])[O-], CS(=O)(=O)c1ncc(C(F)(F)F)cn1, [K+], [K+], O, OC1CCNCC1. The product is OC1CCN(c2ncc(C(F)(F)F)cn2)CC1. Reaction SMILES: [C:8](=[O:9])([O-:10])[O-:11].[CH3:14][S:15](=[O:16])(=[O:17])[c:18]1[n:19][cH:20][c:21]([C:24]([F:25])([F:26])[F:27])[cH:22][n:23]1.[K+:12].[K+:13].[OH2:28].[OH:1][CH:2]1[CH2:3][CH2:4][NH:5][CH2:6][CH2:7]1>>[OH:1][CH:2]1[CH2:3][CH2:4][N:5]([c:18]2[n:19][cH:20][c:21]([C:24]([F:25])([F:26])[F:27])[cH:22][n:23]2)[CH2:6][CH2:7]1. Reactants: CCOC(=O)c1ccc2cc(F)cc(Br)c2n1, CC(C)C[AlH]CC(C)C, ClCCl. Yields the product OCc1ccc2cc(F)cc(Br)c2n1. RXN SMILES: [Br:1][c:2]1[cH:3][c:4]([F:17])[cH:5][c:6]2[cH:7][cH:8][c:9]([C:12](=[O:13])[O:14][CH2:15][CH3:16])[n:10][c:11]12.[CH3:18][CH:19]([CH2:20][AlH:21][CH2:22][CH:23]([CH3:24])[CH3:25])[CH3:26].[Cl:27][CH2:28][Cl:29]>>[Br:1][c:2]1[cH:3][c:4]([F:17])[cH:5][c:6]2[cH:7][cH:8][c:9]([CH2:12][OH:13])[n:10][c:11]12. The reactants are ClC1=C(C(=CC=C1)Cl)NC=1NC2=C(N1)C=C(C1=C2CC(O1)(C)C)C(=O)OC (methyl 2-[(2,6-dichlorophenyl)amino]-7,7-dimethyl-7,8-dihydro-1H-furo[3,2-e]benzimidazole-5-carboxylate), FC(C1=CC=C(C=N1)N)(F)F (6-(trifluoromethyl)pyridin-3-amine), C[Al](C)C (trimethyl aluminium). Run in C1(=CC=CC=C1)C (toluene). Yields the product ClC1=C(C(=CC=C1)Cl)NC1=NC2=C(N1)C=1CC(OC1C(=C2)C(=O)NC=2C=NC(=CC2)C(F)(F)F)(C)C (2-((2,6-Dichlorophenyl)amino)-7,7-dimethyl-N-(6-(trifluoromethyl)pyridin-3-yl)-7,8-dihydro-1H-benzofuro[4,5-d]imidazole-5-carboxamide). The yield is 37.8%. As a reaction SMILES: [Cl:1][C:2]1[CH:7]=[CH:6][CH:5]=[C:4]([Cl:8])[C:3]=1[NH:9][C:10]1[NH:11][C:12]2[C:18]3[CH2:19][C:20]([CH3:23])([CH3:22])[O:21][C:17]=3[C:16]([C:24](OC)=[O:25])=[CH:15][C:13]=2[N:14]=1.[F:28][C:29]([F:38])([F:37])[C:30]1[N:35]=[CH:34][C:33]([NH2:36])=[CH:32][CH:31]=1.C[Al](C)C>C1(C)C=CC=CC=1>[Cl:1][C:2]1[CH:7]=[CH:6][CH:5]=[C:4]([Cl:8])[C:3]=1[NH:9][C:10]1[NH:11][C:12]2[C:18]3[CH2:19][C:20]([CH3:22])([CH3:23])[O:21][C:17]=3[C:16]([C:24]([NH:36][C:33]3[CH:34]=[N:35][C:30]([C:29]([F:38])([F:28])[F:37])=[CH:31][CH:32]=3)=[O:25])=[CH:15][C:13]=2[N:14]=1. Procedure details: The title compound was prepared by following the procedure as described for Example-137 using methyl 2-[(2,6-dichlorophenyl)amino]-7,7-dimethyl-7,8-dihydro-1H-furo[3,2-e]benzimidazole-5-carboxylate (Step-1 of Intermediate-6, 0.200 g, 0.493 mmol) and 6-(trifluoromethyl)pyridin-3-amine (0.119 g, 0.740 mmol), trimethyl aluminium (2M solution in toluene) (0.071 g, 0.986 mmol) and dry toluene (5.0 mL) to afford 0.100 g of the desired product. 1HNMR (DMSO-d6): δ 1.58 (s, 6H), 3.09 (s, 2H), 7.39 (m, 3H... The reactants are COC(OC)c1cc(O)ncn1, Cl, NO, [Na+], [Na+], O=C([O-])O, [OH-], O=S(=O)(O)O. Yields the product ON=Cc1cc(O)ncn1. Reaction SMILES: [CH3:1][O:2][CH:3]([c:4]1[cH:5][c:6]([OH:10])[n:7][cH:8][n:9]1)[O:11][CH3:12].[ClH:20].[NH2:21][OH:22].[Na+:14].[Na+:19].[O-:15][C:16]([OH:17])=[O:18].[OH-:13].[S:23](=[O:24])(=[O:25])([OH:26])[OH:27]>>[CH:3]([c:4]1[cH:5][c:6]([OH:10])[n:7][cH:8][n:9]1)=[N:21][OH:13]. Reactants: CNS(=O)(=O)c1cc2c(c(C(=O)O)c1)OCCO2, ClC(Cl)Cl, O=S(Cl)Cl. Yields the product CNS(=O)(=O)c1cc2c(c(C(=O)Cl)c1)OCCO2. Reaction SMILES: [CH3:5][NH:6][S:7](=[O:8])(=[O:9])[c:10]1[cH:11][c:12]([C:20](=[O:21])[OH:22])[c:13]2[c:14]([cH:19]1)[O:15][CH2:16][CH2:17][O:18]2.[CH:23]([Cl:24])([Cl:25])[Cl:26].[S:1]([Cl:2])([Cl:3])=[O:4]>>[Cl:3][C:20]([c:12]1[cH:11][c:10]([S:7]([NH:6][CH3:5])(=[O:8])=[O:9])[cH:19][c:14]2[c:13]1[O:18][CH2:17][CH2:16][O:15]2)=[O:22].